This data is from the Open Reaction Database (ORD), a public repository of structured organic reaction records. The task is: describe an organic reaction: reactants, conditions, products, and yield Reactants: C(C)N(C\C=C/C1=C(C=CC(=C1)F)S(=O)(=O)NC1=CC=C2C(OCC=3N2C=CC3)=C1C(=O)OC)CC (methyl 7-[2-((Z)-3-diethylaminoprop-1-enyl)-4-fluorobenzenesulfonylamino]-4H-benzo[b]pyrrolo[1,2-d][1,4]oxazine-6-carboxylate), C(C)N(C\C=C/C1=C(C=CC(=C1)F)S(=O)(=O)NC1=CC=C2C(OCC=3N2C=CC3)=C1C(=O)OC)CC (methyl 7-[2-((Z)-3-diethylaminoprop-1-enyl)-4-fluorobenzenesulfonylamino]-4H-benzo[b]pyrrolo[1,2-d][1,4]oxazine-6-carboxylate), O.[OH-].[Li+] (lithium hydroxide monohydrate), C(=O)O (formic acid). Solvent: C(C)O (ethanol), C1(=CC=CC=C1)C (toluene), O1CCOCC1 (dioxane), O (water). The product is C(C)N(C\C=C/C1=C(C=CC(=C1)F)S(=O)(=O)NC1=CC=C2C(OCC=3N2C=CC3)=C1C(=O)O)CC (7-[2-((Z)-3-diethylaminoprop-1-enyl)-4-fluorobenzenesulfonylamino]-4H-benzo[b]pyrrolo[1,2-d][1,4]oxazine-6-carboxylic acid). Isolated yield 16.7%. As a reaction SMILES: [CH2:1]([N:3]([CH2:35][CH3:36])[CH2:4]/[CH:5]=[CH:6]\[C:7]1[CH:12]=[C:11]([F:13])[CH:10]=[CH:9][C:8]=1[S:14]([NH:17][C:18]1[C:30]([C:31]([O:33]C)=[O:32])=[C:22]2[O:23][CH2:24][C:25]3[N:26]([CH:27]=[CH:28][CH:29]=3)[C:21]2=[CH:20][CH:19]=1)(=[O:16])=[O:15])[CH3:2].O.[OH-].[Li+].C(O)=O>O1CCOCC1.O.C(O)C.C1(C)C=CC=CC=1>[CH2:35]([N:3]([CH2:1][CH3:2])[CH2:4]/[CH:5]=[CH:6]\[C:7]1[CH:12]=[C:11]([F:13])[CH:10]=[CH:9][C:8]=1[S:14]([NH:17][C:18]1[C:30]([C:31]([OH:33])=[O:32])=[C:22]2[O:23][CH2:24][C:25]3[N:26]([CH:27]=[CH:28][CH:29]=3)[C:21]2=[CH:20][CH:19]=1)(=[O:15])=[O:16])[CH3:36] |f:1.2.3|. Reported procedure: A suspension of methyl 7-[2-((Z)-3-diethylaminoprop-1-enyl)-4-fluorobenzenesulfonylamino]-4H-benzo[b]pyrrolo[1,2-d][1,4]oxazine-6-carboxylate (Intermediate 15, 0.074 g) and lithium hydroxide monohydrate (0.060 g) in dioxane (2 mL) and water (0.5 mL) was irradiated in the microwave at 130° C. for 45 minutes. After cooling, the mixture was acidified to pH3 with formic acid, diluted with ethanol and toluene and concentrated in vacuo. The residue was triturated with a solution of methanol in DCM (10... Yield: 90.7%. The solvent is COCCOC (1,2-dimethoxyethane). Reported procedure: The title compound was prepared by the same method as 4-{3-[6-(5-dimethylcarbamoyl-3′,4′-difluoro-biphenyl-3-yloxy)-hexyl]-2-(2-ethoxycarbonyl-ethyl)-phenoxy}-butyric acid ethyl ester starting from 4-[3-{6-[3-bromo-5-(2-difluoromethoxy-benzylcarbamoyl)-phenoxy]-hexyl}-2-(2-ethoxycarbonyl-ethyl)-phenoxy]-butyric acid ethyl ester (200 mg, 0.262 mmol), 3-thiophenylboronic acid (67 mg, 0.524 mmol), PdCl2(dppf) (29 mg, 0.04 mmol) and cesium carbonate (171 mg, 0.524 mmol) in 1,2-dimethoxyethane (5.0 m... The product is C(C)OC(CCCOC1=C(C(=CC=C1)CCCCCCOC1=CC(=CC(=C1)C1=CSC=C1)C(NCC1=C(C=CC=C1)OC(F)F)=O)CCC(=O)OCC)=O (4-[3-{6-[3-(2-difluoromethoxy-benzylcarbamoyl)-5-thiophen-3-yl-phenoxy]-hexyl}-2-(2-ethoxycarbonyl-ethyl)-phenoxy]-butyric acid ethyl ester). Reaction SMILES: C(OC(=O)CCCOC1C=CC=C(CCCCCCOC2C=C(C3C=CC(F)=C(F)C=3)C=C(C(=O)N(C)C)C=2)C=1CCC(OCC)=O)C.[CH2:49]([O:51][C:52](=[O:98])[CH2:53][CH2:54][CH2:55][O:56][C:57]1[CH:62]=[CH:61][CH:60]=[C:59]([CH2:63][CH2:64][CH2:65][CH2:66][CH2:67][CH2:68][O:69][C:70]2[CH:75]=[C:74]([C:76](=[O:89])[NH:77][CH2:78][C:79]3[CH:84]=[CH:83][CH:82]=[CH:81][C:80]=3[O:85][CH:86]([F:88])[F:87])[CH:73]=[C:72](Br)[CH:71]=2)[C:58]=1[CH2:91][CH2:92][C:93]([O:95][CH2:96][CH3:97])=[O:94])[CH3:50].[S:99]1[CH:103]=[CH:102][C:101](B(O)O)=[CH:100]1.C(=O)([O-])[O-].[Cs+].[Cs+]>COCCOC.C1C=CC(P(C2C=CC=CC=2)[C-]2C=CC=C2)=CC=1.C1C=CC(P(C2C=CC=CC=2)[C-]2C=CC=C2)=CC=1.Cl[Pd]Cl.[Fe+2]>[CH2:49]([O:51][C:52](=[O:98])[CH2:53][CH2:54][CH2:55][O:56][C:57]1[CH:62]=[CH:61][CH:60]=[C:59]([CH2:63][CH2:64][CH2:65][CH2:66][CH2:67][CH2:68][O:69][C:70]2[CH:71]=[C:72]([C:101]3[CH:102]=[CH:103][S:99][CH:100]=3)[CH:73]=[C:74]([C:76](=[O:89])[NH:77][CH2:78][C:79]3[CH:84]=[CH:83][CH:82]=[CH:81][C:80]=3[O:85][CH:86]([F:88])[F:87])[CH:75]=2)[C:58]=1[CH2:91][CH2:92][C:93]([O:95][CH2:96][CH3:97])=[O:94])[CH3:50] |f:3.4.5,7.8.9.10|. Reactants: C(C)OC(CCCOC1=C(C(=CC=C1)CCCCCCOC=1C=C(C=C(C1)C(N(C)C)=O)C1=CC(=C(C=C1)F)F)CCC(=O)OCC)=O (4-{3-[6-(5-dimethylcarbamoyl-3′,4′-difluoro-biphenyl-3-yloxy)-hexyl]-2-(2-ethoxycarbonyl-ethyl)-phenoxy}-butyric acid ethyl ester), C(C)OC(CCCOC1=C(C(=CC=C1)CCCCCCOC1=CC(=CC(=C1)C(NCC1=C(C=CC=C1)OC(F)F)=O)Br)CCC(=O)OCC)=O (4-[3-{6-[3-bromo-5-(2-difluoromethoxy-benzylcarbamoyl)-phenoxy]-hexyl}-2-(2-ethoxycarbonyl-ethyl)-phenoxy]-butyric acid ethyl ester), S1C=C(C=C1)B(O)O (3-thiophenylboronic acid), C([O-])([O-])=O.[Cs+].[Cs+] (cesium carbonate). The reagents and catalysts are C1=CC=C(C=C1)P([C-]2C=CC=C2)C3=CC=CC=C3.C1=CC=C(C=C1)P([C-]2C=CC=C2)C3=CC=CC=C3.Cl[Pd]Cl.[Fe+2] (PdCl2(dppf)). Reactants: CC(CC1=CC(=C(C=C1)OC)OC)NCC(C1=C(C=CC=C1)Cl)O (α-[(α-methyl-3,4-dimethoxyphenethylamino)methyl]-2-chlorobenzylalcohol), Cl (hydrochloride), C(C1=CC=CC=C1)O (benzylalcohol), Cl (hydrogen chloride). Product: Cl.CC(CC1=CC(=C(C=C1)OC)OC)NCC(C1=C(C=CC=C1)Cl)O (α-[(α-methyl-3,4-dimethoxyphenethylamino)methyl]-2-chlorobenzylalcohol hydrochloride). RXN SMILES: [CH3:1][CH:2]([NH:14][CH2:15][CH:16]([OH:24])[C:17]1[CH:22]=[CH:21][CH:20]=[CH:19][C:18]=1[Cl:23])[CH2:3][C:4]1[CH:9]=[CH:8][C:7]([O:10][CH3:11])=[C:6]([O:12][CH3:13])[CH:5]=1.C(O)C1C=CC=CC=1.Cl>>[ClH:23].[CH3:1][CH:2]([NH:14][CH2:15][CH:16]([OH:24])[C:17]1[CH:22]=[CH:21][CH:20]=[CH:19][C:18]=1[Cl:23])[CH2:3][C:4]1[CH:9]=[CH:8][C:7]([O:10][CH3:11])=[C:6]([O:12][CH3:13])[CH:5]=1 |f:3.4|. Procedure: A mixture of the α-[(α-methyl-3,4-dimethoxyphenethyl]imino)-2-chloroacetophenone solution obtained in paragraph (2), 1.38 g of sodium borohydride and 30 ml of ethanol is treated in the same manner as described in Example 1-(3), whereby α-[(α-methyl-3,4-dimethoxyphenethylamino)methyl]-2-chlorobenzylalcohol [the mixture of two diastereoisomer] is obtained as a brown oil. Said benzylalcohol [i.e., the mixture of two diastereoisomers] is treated with ethanolic hydrogen chloride to convert it into it... Reactants: BrC1=CC=C2C(CN(CC2=C1)C)(C)C (7-bromo-2,4,4-trimethyl-1,2,3,4-tetrahydro-isoquinoline), CC1(OB(OC1(C)C)B1OC(C(O1)(C)C)(C)C)C (4,4,5,5,4′,4′,5′,5′-octamethyl-[2,2′]bi[[1,3,2]dioxaborolanyl]), CC(=O)[O-].[K+] (KOAc), ClC1=NC(=NC(=C1)N1CCN(CC1)C1=NC=CC=C1C(F)(F)F)N1C(CCC1)C (4-chloro-2-(2-methyl-pyrrolidin-1-yl)-6-[4-(3-trifluoromethyl-pyridin-2-yl)-piperazin-1-yl]-pyrimidine), C(=O)([O-])[O-].[Cs+].[Cs+] (Cs2CO3). The reagents and catalysts are C1=CC=C(C=C1)P([C-]2C=CC=C2)C3=CC=CC=C3.C1=CC=C(C=C1)P([C-]2C=CC=C2)C3=CC=CC=C3.[Fe+2] (DPPF), C=1C=CC(=CC1)[P](C=2C=CC=CC2)(C=3C=CC=CC3)[Pd]([P](C=4C=CC=CC4)(C=5C=CC=CC5)C=6C=CC=CC6)([P](C=7C=CC=CC7)(C=8C=CC=CC8)C=9C=CC=CC9)[P](C=1C=CC=CC1)(C=1C=CC=CC1)C=1C=CC=CC1 (Pd(PPh3)4). Run in CS(=O)C (DMSO). Yields the product CN1CC2=CC(=CC=C2C(C1)(C)C)C1=NC(=NC(=C1)N1CCN(CC1)C1=NC=CC=C1C(F)(F)F)N1C(CCC1)C (2,4,4-trimethyl-7-{2-(2-methyl-pyrrolidin-1-yl)-6-[4-(3-trifluoromethyl-pyridin-2-yl)-piperazin-1-yl]-pyrimidin-4-yl}-1,2,3,4-tetrahydro-isoquinoline). Reaction SMILES: Br[C:2]1[CH:11]=[C:10]2[C:5]([C:6]([CH3:14])([CH3:13])[CH2:7][N:8]([CH3:12])[CH2:9]2)=[CH:4][CH:3]=1.CC1(C)C(C)(C)OB(B2OC(C)(C)C(C)(C)O2)O1.CC([O-])=O.[K+].Cl[C:39]1[CH:44]=[C:43]([N:45]2[CH2:50][CH2:49][N:48]([C:51]3[C:56]([C:57]([F:60])([F:59])[F:58])=[CH:55][CH:54]=[CH:53][N:52]=3)[CH2:47][CH2:46]2)[N:42]=[C:41]([N:61]2[CH2:65][CH2:64][CH2:63][CH:62]2[CH3:66])[N:40]=1.C([O-])([O-])=O.[Cs+].[Cs+]>CS(C)=O.C1C=CC(P(C2C=CC=CC=2)[C-]2C=CC=C2)=CC=1.C1C=CC(P(C2C=CC=CC=2)[C-]2C=CC=C2)=CC=1.[Fe+2].C1C=CC([P]([Pd]([P](C2C=CC=CC=2)(C2C=CC=CC=2)C2C=CC=CC=2)([P](C2C=CC=CC=2)(C2C=CC=CC=2)C2C=CC=CC=2)[P](C2C=CC=CC=2)(C2C=CC=CC=2)C2C=CC=CC=2)(C2C=CC=CC=2)C2C=CC=CC=2)=CC=1>[CH3:12][N:8]1[CH2:7][C:6]([CH3:14])([CH3:13])[C:5]2[C:10](=[CH:11][C:2]([C:39]3[CH:44]=[C:43]([N:45]4[CH2:50][CH2:49][N:48]([C:51]5[C:56]([C:57]([F:58])([F:59])[F:60])=[CH:55][CH:54]=[CH:53][N:52]=5)[CH2:47][CH2:46]4)[N:42]=[C:41]([N:61]4[CH2:65][CH2:64][CH2:63][CH:62]4[CH3:66])[N:40]=3)=[CH:3][CH:4]=2)[CH2:9]1 |f:2.3,5.6.7,9.10.11,^1:117,119,138,157|. Procedure details: To a mixture of 7-bromo-2,4,4-trimethyl-1,2,3,4-tetrahydro-isoquinoline (140 mg, 0.55 mmol), 4,4,5,5,4′,4′,5′,5′-octamethyl-[2,2′]bi[[1,3,2]dioxaborolanyl] (140 mg, 0.55 mmol), DPPF (9 mg, 0.017 mmol), and KOAc (162 mg, 1.65 mmol) in DMSO, add PdCl2(DPPF)-DCM complex (13 mg, 0.0165 mmol). Purge the reaction mixture for 10 minutes with dry N2. Heat the stirring reaction mixture overnight at 80° C. Cool to room temperature. Add 4-chloro-2-(2-methyl-pyrrolidin-1-yl)-6-[4-(3-trifluoromethyl-pyridin-...